From a dataset of the Open Reaction Database (ORD), a public repository of structured organic reaction records. describe an organic reaction: reactants, conditions, products, and yield Starting materials: CC(C)OC1=C(OC2=C1C=C(C=C2)C2=CC=CC=C2)C(=O)O (3-(1-methylethoxy)-5-phenyl-2-benzofurancarboxylic acid), C(=O)(N1C=NC=C1)N1C=NC=C1 (1,1'-carbonyldiimidazole), [OH-].[NH4+] (ammonium hydroxide). Run in C(C)(=O)OCC (ethyl acetate), O1CCCC1 (tetrahydrofuran). Conditions: time 30 minute. Product: CC(C)OC1=C(OC2=C1C=C(C=C2)C2=CC=CC=C2)C(=O)N (3-(1-methylethoxy)-5-phenyl-2-benzofurancarboxamide). Isolated yield 94.0%. As a reaction SMILES: [CH3:1][CH:2]([O:4][C:5]1[C:9]2[CH:10]=[C:11]([C:14]3[CH:19]=[CH:18][CH:17]=[CH:16][CH:15]=3)[CH:12]=[CH:13][C:8]=2[O:7][C:6]=1[C:20]([OH:22])=O)[CH3:3].C(N1C=CN=C1)([N:25]1C=CN=C1)=O.[OH-].[NH4+]>O1CCCC1.C(OCC)(=O)C>[CH3:1][CH:2]([O:4][C:5]1[C:9]2[CH:10]=[C:11]([C:14]3[CH:19]=[CH:18][CH:17]=[CH:16][CH:15]=3)[CH:12]=[CH:13][C:8]=2[O:7][C:6]=1[C:20]([NH2:25])=[O:22])[CH3:3] |f:2.3|. Reported procedure: A suspension of 3-(1-methylethoxy)-5-phenyl-2-benzofurancarboxylic acid (173 mg, 0.58 mmol) and 1,1'-carbonyldiimidazole (116 mg, 0.72 mmol) in 10 mL of tetrahydrofuran is heated at reflux for 2 hours. The reaction solution is cooled to room temperature and aqueous ammonium hydroxide (1 mL) is added and the reaction mixture is stirred at room temperature for 30 minutes. The reaction is diluted with ethyl acetate and washed with brine. The organic phase is dried over magnesium sulfate, filtered, ... Yield: 82.2%. As a reaction SMILES: [Cl:1][C:2]1[C:3]([F:23])=[C:4]([CH:8]=[CH:9][C:10]=1[O:11][C:12]1[CH:17]=[CH:16][C:15]([Cl:18])=[C:14]([C:19]([F:22])([F:21])[F:20])[CH:13]=1)[C:5](O)=[O:6].Cl.CN(C)CCCN=C=NCC.ON1C2C=CC=CC=2N=N1.C(N(CC)C(C)C)(C)C.[CH3:55][S:56]([NH2:59])(=[O:58])=[O:57]>ClCCl>[Cl:1][C:2]1[C:3]([F:23])=[C:4]([CH:8]=[CH:9][C:10]=1[O:11][C:12]1[CH:17]=[CH:16][C:15]([Cl:18])=[C:14]([C:19]([F:22])([F:21])[F:20])[CH:13]=1)[C:5]([NH:59][S:56]([CH3:55])(=[O:58])=[O:57])=[O:6] |f:1.2|. Reported procedure: 3-chloro-4-(4-chloro-3-(trifluoromethyl)phenoxy)-2-fluorobenzoic acid (Preparation 153, 0.133 g, 0.360 mmol) was slurried in dichloromethane (0.6 mL). N-(3-dimethylaminopropyl)-N′-ethylcarbodiimide hydrochloride (100 mg, 0.54 mmol), 1-hydroxybenzotriazole (49 mg, 0.36 mmol) and N,N-diisopropylethylamine (75 μL, 0.43 mmol) were added to the slurry. The reaction mixture was stirred 20 minutes then methanesulfonamide (100 mg, 1.1 mmol) was added and the stirring continued for 18 hours at ambient te... The solvent is ClCCl (dichloromethane). Yields the product ClC=1C(=C(C(=O)NS(=O)(=O)C)C=CC1OC1=CC(=C(C=C1)Cl)C(F)(F)F)F (3-chloro-4-(4-chloro-3-(trifluoromethyl)phenoxy)-2-fluoro-N-(methylsulfonyl)benzamide). Run at time 20 minute. The reactants are Cl.CN(CCCN=C=NCC)C (N-(3-dimethylaminopropyl)-N′-ethylcarbodiimide hydrochloride), ON1N=NC2=C1C=CC=C2 (1-hydroxybenzotriazole), C(C)(C)N(C(C)C)CC (N,N-diisopropylethylamine), ClC=1C(=C(C(=O)O)C=CC1OC1=CC(=C(C=C1)Cl)C(F)(F)F)F (3-chloro-4-(4-chloro-3-(trifluoromethyl)phenoxy)-2-fluorobenzoic acid), CS(=O)(=O)N (methanesulfonamide). Starting materials: CCCC(CC=CCOCc1ccccc1)C(=O)N1C(=O)OCC1Cc1ccccc1, [Li+], [Na+], [Na+], C1CCOC1, [OH-], O, O, OO, O=S([O-])([O-])=S. The product is CCCC(CC=CCOCc1ccccc1)C(=O)O. RXN SMILES: [CH2:1]([CH:2]1[CH2:3][O:4][C:5](=[O:6])[N:7]1[C:14]([CH:15]([CH2:16][CH:17]=[CH:18][CH2:19][O:20][CH2:21][c:22]1[cH:23][cH:24][cH:25][cH:26][cH:27]1)[CH2:28][CH2:29][CH3:30])=[O:31])[c:8]1[cH:9][cH:10][cH:11][cH:12][cH:13]1.[Li+:36].[Na+:42].[Na+:43].[O:45]1[CH2:46][CH2:47][CH2:48][CH2:49]1.[OH-:35].[OH2:34].[OH2:44].[OH:32][OH:33].[S:37]([O-:38])(=[O:39])([O-:40])=[S:41]>>[C:14]([CH:15]([CH2:16][CH:17]=[CH:18][CH2:19][O:20][CH2:21][c:22]1[cH:23][cH:24][cH:25][cH:26][cH:27]1)[CH2:28][CH2:29][CH3:30])([OH:31])=[O:39]. The reactants are C1=CC=C2C(OC(C=3C=C4OCCOC4=C1C23)=O)=O (9H,10H-5,8,11-trioxabenzo[de]anthracene-4,6-dione), Cl.NO (hydroxylamine hydrochloride), O (water). Solvent: N1=CC=CC=C1 (pyridine). Product: ON1C(C=2C=C3OCCOC3=C3C2C(C1=O)=CC=C3)=O (5-Hydroxy-9H,10H-8,11-dioxa-5-aza-benzo[de]anthracene-4,6-dione). The yield is 97.0%. RXN SMILES: [CH:1]1[C:16]2[C:17]3[C:4]([C:5](=O)[O:6][C:7](=[O:18])[C:8]=3[CH:9]=[C:10]3[C:15]=2[O:14][CH2:13][CH2:12][O:11]3)=[CH:3][CH:2]=1.Cl.[NH2:21][OH:22].O>N1C=CC=CC=1>[OH:22][N:21]1[C:5](=[O:6])[C:4]2=[CH:3][CH:2]=[CH:1][C:16]3[C:17]2=[C:8]([CH:9]=[C:10]2[C:15]=3[O:14][CH2:13][CH2:12][O:11]2)[C:7]1=[O:18] |f:1.2|. Procedure: To a solution of 70 mg (0.27 mmol) of 9H,10H-5,8,11-trioxabenzo[de]anthracene-4,6-dione (from Example R3) in 4 mL pyridine was added 80 mg (1.16 mmol) of hydroxylamine hydrochloride and the reaction mixture refluxed for 1.5 hours and poured into 20 mL water while hot. The precipitate was isolated after 24 hours, washed with water, 1% HCl, water, and dried to yield 71 mg of the title compound, mp 344-347° C. Reactants: O=C(OC(Cl)(Cl)Cl)OC(Cl)(Cl)Cl, C1CC2CNCC1O2, Nc1ccc2nc(NC3CCc4ccccc43)ccc2c1. Product: O=C(Nc1ccc2nc(NC3CCc4ccccc43)ccc2c1)N1CC2CCC(C1)O2. Reaction SMILES: [C:1]([O:2][C:3]([Cl:4])([Cl:5])[Cl:6])([O:7][C:8]([Cl:9])([Cl:10])[Cl:11])=[O:12].[CH:13]12[CH2:14][NH:15][CH2:16][CH:17]([CH2:18][CH2:19]1)[O:20]2.[CH:21]1([NH:30][c:31]2[n:32][c:33]3[cH:34][cH:35][c:36]([NH2:41])[cH:37][c:38]3[cH:39][cH:40]2)[CH2:22][CH2:23][c:24]2[cH:25][cH:26][cH:27][cH:28][c:29]21>>[C:1](=[O:12])([N:15]1[CH2:14][CH:13]2[CH2:19][CH2:18][CH:17]([CH2:16]1)[O:20]2)[NH:41][c:36]1[cH:35][cH:34][c:33]2[n:32][c:31]([NH:30][CH:21]3[CH2:22][CH2:23][c:24]4[cH:25][cH:26][cH:27][cH:28][c:29]43)[cH:40][cH:39][c:38]2[cH:37]1. The reactants are C(C1=CC=CC=C1)OC1=CC=C(C=C1)[C@@H]1CC[C@H](CC1)N (trans 4-(4-benzyloxy-phenyl)-cyclohexyl-amine), [OH-].[Na+] (NaOH), mixture, O(C1=CC=CC=C1)CCBr (2-phenoxyethyl bromide), C(=O)([O-])[O-].[K+].[K+] (K2CO3), [H-].[H-].[H-].[H-].[Li+].[Al+3] (LiAlH4). Run in O (H2O), O (H2O), CC(CC)=O (2-butanone), C1CCOC1 (THF). Product: C(C1=CC=CC=C1)OC1=CC=C(C=C1)[C@H]1CC[C@H](CC1)NCCOC1=CC=CC=C1 (cis-[4-(4-benzyloxy-phenyl)-cyclohexyl]-(2-phenoxy-ethyl)-amine), C(C1=CC=CC=C1)OC1=CC=C(C=C1)[C@@H]1CC[C@H](CC1)NCCOC1=CC=CC=C1 (trans-[4-(4-benzyloxy-phenyl)-cyclohexyl]-(2-phenoxy-ethyl)-amine). RXN SMILES: [H-].[H-].[H-].[H-].[Li+].[Al+3].[OH-].[Na+].[CH2:9]([O:16][C:17]1[CH:22]=[CH:21][C:20]([C@H:23]2[CH2:28][CH2:27][C@H:26]([NH2:29])[CH2:25][CH2:24]2)=[CH:19][CH:18]=1)[C:10]1[CH:15]=[CH:14][CH:13]=[CH:12][CH:11]=1.[O:30]([CH2:37][CH2:38]Br)[C:31]1[CH:36]=[CH:35][CH:34]=[CH:33][CH:32]=1.C([O-])([O-])=O.[K+].[K+]>C1COCC1.CC(=O)CC.O>[CH2:9]([O:16][C:17]1[CH:18]=[CH:19][C:20]([C@@H:23]2[CH2:28][CH2:27][C@H:26]([NH:29][CH2:38][CH2:37][O:30][C:31]3[CH:36]=[CH:35][CH:34]=[CH:33][CH:32]=3)[CH2:25][CH2:24]2)=[CH:21][CH:22]=1)[C:10]1[CH:11]=[CH:12][CH:13]=[CH:14][CH:15]=1.[CH2:9]([O:16][C:17]1[CH:18]=[CH:19][C:20]([C@H:23]2[CH2:28][CH2:27][C@H:26]([NH:29][CH2:38][CH2:37][O:30][C:31]3[CH:36]=[CH:35][CH:34]=[CH:33][CH:32]=3)[CH2:25][CH2:24]2)=[CH:21][CH:22]=1)[C:10]1[CH:11]=[CH:12][CH:13]=[CH:14][CH:15]=1 |f:0.1.2.3.4.5,6.7,10.11.12|. Procedure: A mixture of 4-(4-benzyloxy-phenyl)-cyclohexanone (8.2 g, 29 mmol), benzyloxyhydroxylamine hydrochloride (4.7 g, 29 mmol) and ethanol was heated for 2 h. at reflux. The solvent was removed and the residue was crystallized to give white crystals (10.2 g, 90%) of the benzyloxy-oxime of 4-(4-benzyloxy-phenyl)-cyclohexanone. The latter was refluxed for 4 days with LiAlH4 (4 g, 105 mmol) in THF (300 ml). After the addition of H2O (30 ml), NaOH 15% (30 ml) and H2O (30 ml), the solids were removed by f... Starting materials: C1(C=CC=C1)[Li] (cyclopentadienyllithium), CC1=CC=C(C=C1)C(C)=O (4′-methylacetophenone). Run in C(C)OCC (diethyl ether). Conditions: time 20 hour. Product: CC(=C1C=CC=C1)C1=CC=C(C=C1)C (6-methyl-6-(p-tolyl)fulvene). Yield: 72.2%. RXN SMILES: [CH:1]1([Li])[CH:5]=[CH:4][CH:3]=[CH:2]1.[CH3:7][C:8]1[CH:13]=[CH:12][C:11]([C:14](=O)[CH3:15])=[CH:10][CH:9]=1>C(OCC)C>[CH3:15][C:14]([C:11]1[CH:12]=[CH:13][C:8]([CH3:7])=[CH:9][CH:10]=1)=[C:1]1[CH:5]=[CH:4][CH:3]=[CH:2]1. Procedure details: Under a nitrogen atmosphere, a solution of a cyclopentadienyllithium salt (5.9 g, 81.9 mmol) in dry diethyl ether (100 mL) was cooled in an ice bath, and 4′-methylacetophenone (10.0 g, 74.5 mmol) was dropped thereinto. Then, the product was stirred at room temperature for 20 hours to induce a reaction. After the reaction was terminated, dilute aqueous hydrochloric acid was added thereto, the product was subjected to extraction with hexane, the organic layer was subsequently washed with water and...